This data is from the Open Reaction Database (ORD), a public repository of structured organic reaction records. The task is: describe an organic reaction: reactants, conditions, products, and yield Reactants: C(C1=CC=CC=C1)(=O)C1=CC=C(N1C)CC#N (5-benzoyl-1-methylpyrrole-2-acetonitrile), [OH-].[Na+] (sodium hydroxide), O (water). The solvent is C(C)O (ethanol). Yields the product C(C1=CC=CC=C1)(=O)C1=CC=C(N1C)CC(=O)O (5-Benzoyl-1-methylpyrrole-2-acetic acid). As a reaction SMILES: [C:1]([C:9]1[N:13]([CH3:14])[C:12]([CH2:15][C:16]#N)=[CH:11][CH:10]=1)(=[O:8])[C:2]1[CH:7]=[CH:6][CH:5]=[CH:4][CH:3]=1.[OH-:18].[Na+].[OH2:20]>C(O)C>[C:1]([C:9]1[N:13]([CH3:14])[C:12]([CH2:15][C:16]([OH:20])=[O:18])=[CH:11][CH:10]=1)(=[O:8])[C:2]1[CH:7]=[CH:6][CH:5]=[CH:4][CH:3]=1 |f:1.2|. Procedure details: A suspension of 2.42 g. (0.11 mole) of 5-benzoyl-1-methylpyrrole-2-acetonitrile, 0.9 g. (0.22 mole) sodium hydroxide, 6 ml. water, and 0.5 ml. ethanol, is stirred and refluxed for one hour. The resulting solution is cooled and extracted in water and chloroform. The aqueous fraction is made acidic with 3N hydrochloric acid. A white solid, 5-benzoyl-1-methylpyrrole-2-acetic acid, precipitates which is filtered and washed with a hexane-ether solution, m.p. 144°-145°C. Starting materials: O=c1[nH]c2cc(C(F)(F)F)c(NCc3ccccc3)cc2n2ccnc12, O=P(Cl)(Cl)Cl. Yields the product FC(F)(F)c1cc2nc(Cl)c3nccn3c2cc1NCc1ccccc1. As a reaction SMILES: [CH2:1]([c:2]1[cH:3][cH:4][cH:5][cH:6][cH:7]1)[NH:8][c:9]1[c:10]([C:23]([F:24])([F:25])[F:26])[cH:11][c:12]2[nH:13][c:14](=[O:22])[c:15]3[n:16]([c:17]2[cH:18]1)[cH:19][cH:20][n:21]3.[P:27]([Cl:28])([Cl:29])([Cl:30])=[O:31]>>[CH2:1]([c:2]1[cH:3][cH:4][cH:5][cH:6][cH:7]1)[NH:8][c:9]1[c:10]([C:23]([F:24])([F:25])[F:26])[cH:11][c:12]2[n:13][c:14]([Cl:29])[c:15]3[n:16]([c:17]2[cH:18]1)[cH:19][cH:20][n:21]3.